This data is from the Open Reaction Database (ORD), a public repository of structured organic reaction records. The task is: describe an organic reaction: reactants, conditions, products, and yield As a reaction SMILES: [CH:1]1([C:4]2[CH:5]=[CH:6][C:7]([C:15]([NH:17][C:18]([CH2:24][CH3:25])([CH2:22][CH3:23])[C:19]([OH:21])=O)=[O:16])=[N:8][C:9]=2[O:10][CH2:11][CH:12]2[CH2:14][CH2:13]2)[CH2:3][CH2:2]1.[CH3:26][O:27][CH2:28][CH2:29][NH2:30]>>[CH2:22]([C:18]([NH:17][C:15]([C:7]1[CH:6]=[CH:5][C:4]([CH:1]2[CH2:3][CH2:2]2)=[C:9]([O:10][CH2:11][CH:12]2[CH2:13][CH2:14]2)[N:8]=1)=[O:16])([C:19](=[O:21])[NH:30][CH2:29][CH2:28][O:27][CH3:26])[CH2:24][CH3:25])[CH3:23]. Procedure: The title compound was synthesized in analogy to Example 1, using 2-(5-cyclopropyl-6-(cyclopropylmethoxy)picolinamido)-2-ethylbutanoic acid (Example 274 a) and 2-methoxyethanamine (CAN 109-85-3) as starting materials. MS (EI): m/e=404.4 [M+H]+. The product is C(C)C(CC)(C(NCCOC)=O)NC(=O)C1=NC(=C(C=C1)C1CC1)OCC1CC1 (5-Cyclopropyl-6-cyclopropylmethoxy-pyridine-2-carboxylic acid [1-ethyl-1-(2-methoxy-ethylcarbamoyl)-propyl]-amide). The reactants are C1(CC1)C=1C=CC(=NC1OCC1CC1)C(=O)NC(C(=O)O)(CC)CC (2-(5-cyclopropyl-6-(cyclopropylmethoxy)picolinamido)-2-ethylbutanoic acid), COCCN (2-methoxyethanamine). Starting materials: C(C)(=O)NC1=C2CCC(CC2=CC=C1)N(CCC)CCC (5-acetylamino-2-di-n-propylamino-tetraline), C(CC)I (n-propyliodide). The product is C(C)(=O)N(CCC)C1=C2CCC(CC2=CC=C1)N(CCC)CCC (5-(N-Acetyl N-n-propyl-amino)-2-di-n-propylaminotetraline). As a reaction SMILES: [C:1]([NH:4][C:5]1[CH:14]=[CH:13][CH:12]=[C:11]2[C:6]=1[CH2:7][CH2:8][CH:9]([N:15]([CH2:19][CH2:20][CH3:21])[CH2:16][CH2:17][CH3:18])[CH2:10]2)(=[O:3])[CH3:2].[CH2:22](I)[CH2:23][CH3:24]>>[C:1]([N:4]([C:5]1[CH:14]=[CH:13][CH:12]=[C:11]2[C:6]=1[CH2:7][CH2:8][CH:9]([N:15]([CH2:16][CH2:17][CH3:18])[CH2:19][CH2:20][CH3:21])[CH2:10]2)[CH2:22][CH2:23][CH3:24])(=[O:3])[CH3:2]. Procedure details: Starting from 2.88 g (0.010 mol) of 5-acetylamino-2-di-n-propylamino-tetraline (Example 4.3.4) and 2.04 g (0.012 mol) of n-propyliodide, the title compound is obtained analogously to Example 4.7.1 in the form of a non-crystallising gum in a yield of 2.70 g (89.4% of theory) and with an Rf value of 0.67 (solvent mixture as specified in 4.7.1). The reactants are COC(C(C1=CC=C(C=C1)O)=O)=O (4-hydroxy-alpha-oxobenzeneacetic acid methyl ester), S(=O)(=O)([O-])C1=CC=C(C)C=C1 (tosylate), FC(C1=CC=C(OCCO)C=C1)(F)F (2-(4-trifluoromethylphenoxy)ethanol), [H-].[Na+] (sodium hydride). The solvent is CN(C=O)C (dimethylformamide). Conditions: temperature 60 celsius, time 15 minute. Product: COC(C(C1=CC=C(C=C1)OCCOC1=CC=C(C=C1)C(F)(F)F)=O)=O (alpha-oxo-4-[[2-(4-trifluoromethylphenoxy)ethyl]oxy] benzeneacetic acid methyl ester). The yield is 67.6%. Reaction SMILES: [CH3:1][O:2][C:3](=[O:13])[C:4](=[O:12])[C:5]1[CH:10]=[CH:9][C:8]([OH:11])=[CH:7][CH:6]=1.[H-].[Na+].S(C1C=CC(C)=CC=1)([O-])(=O)=O.[F:27][C:28]([F:40])([F:39])[C:29]1[CH:38]=[CH:37][C:32]([O:33][CH2:34][CH2:35]O)=[CH:31][CH:30]=1>CN(C)C=O>[CH3:1][O:2][C:3](=[O:13])[C:4](=[O:12])[C:5]1[CH:10]=[CH:9][C:8]([O:11][CH2:35][CH2:34][O:33][C:32]2[CH:37]=[CH:38][C:29]([C:28]([F:27])([F:39])[F:40])=[CH:30][CH:31]=2)=[CH:7][CH:6]=1 |f:1.2|. Procedure: A stirred mixture of 4-hydroxy-alpha-oxobenzeneacetic acid methyl ester (0.724 g) in dimethylformamide (10 mL) under argon was treated with 55% sodium hydride (0.175 g), stirred for 15 minutes and treated with the tosylate of 2-(4-trifluoromethylphenoxy)ethanol (1.8 g). The mixture was heated at 60° C. overnight and worked up as in Example 20. The material was purified by HPLC (dichloromethane-hexane; 4:1 ) and crystallized from diethyl ether-hexane to provide 1 g of alpha-oxo-4-[[2-(4-trifluoro... The reactants are CN1CCC(N)CC1, CN1CCCC1=O, CC(C)(C)C(=O)Nc1cc(Cl)c(Cl)cn1. Yields the product CN1CCC(Nc2cc(NC(=O)C(C)(C)C)ncc2Cl)CC1. Reaction SMILES: [CH3:16][N:17]1[CH2:18][CH2:19][CH:20]([NH2:23])[CH2:21][CH2:22]1.[CH3:24][N:25]1[CH2:26][CH2:27][CH2:28][C:29]1=[O:30].[Cl:1][c:2]1[cH:3][c:4]([NH:9][C:10]([C:11]([CH3:12])([CH3:13])[CH3:14])=[O:15])[n:5][cH:6][c:7]1[Cl:8]>>[c:2]1([NH:23][CH:20]2[CH2:19][CH2:18][N:17]([CH3:16])[CH2:22][CH2:21]2)[cH:3][c:4]([NH:9][C:10]([C:11]([CH3:12])([CH3:13])[CH3:14])=[O:15])[n:5][cH:6][c:7]1[Cl:8]. The reactants are C(CO)O (ethylene glycol), C1(=CC=C(C=C1)S(=O)(=O)O)C (para-toluenesulfonic acid), C(C)OC(=O)CC1C(CCCC1)=O ((±)-2-(ethoxycarbonylmethyl)cyclohexanone). Run in C1(=CC=CC=C1)C (toluene). Yields the product C(C)OC(=O)CC1C2(OCCO2)CCCC1 ((±)-6-(ethoxycarbonylmethyl)-1,4-dioxaspiro[4.5]decane). Yield: 74.0%. As a reaction SMILES: [CH2:1]([OH:4])[CH2:2][OH:3].C1(C)C=CC(S(O)(=O)=O)=CC=1.[CH2:16]([O:18][C:19]([CH2:21][CH:22]1[CH2:27][CH2:26][CH2:25][CH2:24][C:23]1=O)=[O:20])[CH3:17]>C1(C)C=CC=CC=1>[CH2:16]([O:18][C:19]([CH2:21][CH:22]1[CH2:27][CH2:26][CH2:25][CH2:24][C:23]21[O:4][CH2:1][CH2:2][O:3]2)=[O:20])[CH3:17]. Procedure details: Under an argon atmosphere, ethylene glycol (7.6 ml, 135.87 mmol) and para-toluenesulfonic acid (516 mg, 2.72 mmol) were added to a solution of (±)-2-(ethoxycarbonylmethyl)cyclohexanone (5.00 g, 27.17 mmol) in toluene (136 ml). The mixture was heated to reflux in a Dean Stark apparatus for 4 h and then allowed to cool to room temperature and quenched with sodium bicarbonate (5 g) and a saturated sodium bicarbonate solution (150 ml). The organic phase was separated from the aqueous phase which was... Reactants: CN(C)C(=N)NC1=NC(=O)C(=Cc2ccc(N3CCC(=O)CC3)cc2)S1, NCC(O)COc1ccc(O)cc1. The product is CN(C)C(=N)NC1=NC(=O)C(=Cc2ccc(N3CCC(NCC(O)COc4ccc(O)cc4)CC3)cc2)S1. RXN SMILES: [CH3:1][N:2]([C:3](=[NH:4])[NH:5][C:6]1=[N:10][C:9](=[O:11])[C:8](=[CH:12][c:13]2[cH:14][cH:15][c:16]([N:19]3[CH2:20][CH2:21][C:22](=[O:25])[CH2:23][CH2:24]3)[cH:17][cH:18]2)[S:7]1)[CH3:26].[NH2:27][CH2:28][CH:29]([CH2:30][O:31][c:32]1[cH:33][cH:34][c:35]([OH:38])[cH:36][cH:37]1)[OH:39]>>[CH3:1][N:2]([C:3](=[NH:4])[NH:5][C:6]1=[N:10][C:9](=[O:11])[C:8](=[CH:12][c:13]2[cH:14][cH:15][c:16]([N:19]3[CH2:20][CH2:21][CH:22]([NH:27][CH2:28][CH:29]([CH2:30][O:31][c:32]4[cH:33][cH:34][c:35]([OH:38])[cH:36][cH:37]4)[OH:39])[CH2:23][CH2:24]3)[cH:17][cH:18]2)[S:7]1)[CH3:26]. Reactants: ClC1=CC(=C(/C=C/C(=O)OC)C=C1)NS(=O)(=O)C1=CC=CC=C1 (methyl trans-4-chloro-2-(phenylsulfonylamino)cinnamate), BrCC(=O)C=1SC(=CN1)C (2-Bromoacetyl-5-methylthiazole). Yields the product COC(CC1=C(NC2=CC(=CC=C12)Cl)C(=O)C=1SC(=CN1)C)=O (Methyl[6-chloro-2-(5-methylthiazole-2-carbonyl)-1H-indol-3-yl]acetate). RXN SMILES: [Cl:1][C:2]1[CH:13]=[CH:12][C:5](/[CH:6]=[CH:7]/[C:8]([O:10][CH3:11])=[O:9])=[C:4]([NH:14]S(C2C=CC=CC=2)(=O)=O)[CH:3]=1.Br[CH2:25][C:26]([C:28]1[S:29][C:30]([CH3:33])=[CH:31][N:32]=1)=[O:27]>>[CH3:11][O:10][C:8](=[O:9])[CH2:7][C:6]1[C:5]2[C:4](=[CH:3][C:2]([Cl:1])=[CH:13][CH:12]=2)[NH:14][C:25]=1[C:26]([C:28]1[S:29][C:30]([CH3:33])=[CH:31][N:32]=1)=[O:27]. Procedure details: The title compound was prepared according to the procedure described in Example 57 from methyl trans-4-chloro-2-(phenylsulfonylamino)cinnamate (step 1 of Example 8, Method A) and 2-bromoacetyl-5-methylthiazole (Preparation is described in Example 232). Reactants: CN(C)[Si](Cl)(N(C)C)[Si](N(C)C)(N(C)C)N(C)C, CCCCCC, C[N-]C, Cl[Si](Cl)(Cl)[Si](Cl)(Cl)Cl, [Li+]. Product: CN(C)[Si](N(C)C)(N(C)C)[Si](N(C)C)(N(C)C)N(C)C. RXN SMILES: [CH3:13][N:14]([CH3:15])[Si:16]([Si:17]([Cl:18])([N:19]([CH3:20])[CH3:21])[N:22]([CH3:23])[CH3:24])([N:25]([CH3:26])[CH3:27])[N:28]([CH3:29])[CH3:30].[CH3:31][CH2:32][CH2:33][CH2:34][CH2:35][CH3:36].[CH3:9][N-:10][CH3:11].[Cl:1][Si:2]([Cl:3])([Cl:4])[Si:5]([Cl:6])([Cl:7])[Cl:8].[Li+:12]>>[CH3:9][N:10]([CH3:11])[Si:17]([Si:16]([N:14]([CH3:13])[CH3:15])([N:25]([CH3:26])[CH3:27])[N:28]([CH3:29])[CH3:30])([N:19]([CH3:20])[CH3:21])[N:22]([CH3:23])[CH3:24].